Dataset: the Open Reaction Database (ORD), a public repository of structured organic reaction records. Task: describe an organic reaction: reactants, conditions, products, and yield Starting materials: CC(c1cccc2ccccc12)N(CC1CN(c2c(F)cc(C(=O)O)cc2F)CCC1c1ccccc1)C(=O)OC(C)(C)C, Cl, C1COCCO1. The product is Cl, CC(NCC1CN(c2c(F)cc(C(=O)O)cc2F)CCC1c1ccccc1)c1cccc2ccccc12. Reaction SMILES: [C:1]([O:2][C:3](=[O:4])[N:8]([CH:9]([CH3:10])[c:11]1[cH:12][cH:13][cH:14][c:15]2[cH:16][cH:17][cH:18][cH:19][c:20]12)[CH2:21][CH:22]1[CH2:23][N:24]([c:34]2[c:35]([F:44])[cH:36][c:37]([C:38](=[O:39])[OH:40])[cH:41][c:42]2[F:43])[CH2:25][CH2:26][CH:27]1[c:28]1[cH:29][cH:30][cH:31][cH:32][cH:33]1)([CH3:5])([CH3:6])[CH3:7].[ClH:51].[O:45]1[CH2:46][CH2:47][O:48][CH2:49][CH2:50]1>>[ClH:51].[NH:8]([CH:9]([CH3:10])[c:11]1[cH:12][cH:13][cH:14][c:15]2[cH:16][cH:17][cH:18][cH:19][c:20]12)[CH2:21][CH:22]1[CH2:23][N:24]([c:34]2[c:35]([F:44])[cH:36][c:37]([C:38](=[O:39])[OH:40])[cH:41][c:42]2[F:43])[CH2:25][CH2:26][CH:27]1[c:28]1[cH:29][cH:30][cH:31][cH:32][cH:33]1. Solvent: CO (methanol). Starting materials: ClC1=C(C=CC(=C1)F)C1=C(C=C(S1)C(=O)N1CCC(CC1)(C(=O)N)C1=CC=CC=C1)C1=CC=C(C=C1)OCCCOC1OCCCC1 (1-{[5-(2-Chloro-4-fluorophenyl)-4-{4-[3-(tetrahydro-2H-pyran-2-yl oxy)prop oxy]phenyl}thien-2-yl]carbonyl}-4-phenylpiperidine-4-carboxamide), Cl (hydrochloric acid). Product: ClC1=C(C=CC(=C1)F)C1=C(C=C(S1)C(=O)N1CCC(CC1)(C(=O)N)C1=CC=CC=C1)C1=CC=C(C=C1)OCCCO (1-({5-(2-Chloro-4-fluorophenyl)-4-[4-(3-hydroxypropoxy)phenyl]thien-2-yl}carbonyl)-4-phenylpiperidine-4-carboxamide). Procedure: 0.6 g of the compound obtained in stage 16H) and 2 ml of 2N etheral hydrochloric acid are added to 15 ml of methanol. After 2 hours at AT, the expected compound is filtered off. 0.385 g of the expected compound is obtained. Isolated yield 73.3%. Reaction conditions: time 2 hour. RXN SMILES: [Cl:1][C:2]1[CH:7]=[C:6]([F:8])[CH:5]=[CH:4][C:3]=1[C:9]1[S:13][C:12]([C:14]([N:16]2[CH2:21][CH2:20][C:19]([C:25]3[CH:30]=[CH:29][CH:28]=[CH:27][CH:26]=3)([C:22]([NH2:24])=[O:23])[CH2:18][CH2:17]2)=[O:15])=[CH:11][C:10]=1[C:31]1[CH:36]=[CH:35][C:34]([O:37][CH2:38][CH2:39][CH2:40][O:41]C2CCCCO2)=[CH:33][CH:32]=1.Cl>CO>[Cl:1][C:2]1[CH:7]=[C:6]([F:8])[CH:5]=[CH:4][C:3]=1[C:9]1[S:13][C:12]([C:14]([N:16]2[CH2:17][CH2:18][C:19]([C:25]3[CH:30]=[CH:29][CH:28]=[CH:27][CH:26]=3)([C:22]([NH2:24])=[O:23])[CH2:20][CH2:21]2)=[O:15])=[CH:11][C:10]=1[C:31]1[CH:36]=[CH:35][C:34]([O:37][CH2:38][CH2:39][CH2:40][OH:41])=[CH:33][CH:32]=1. Starting materials: C(C)OC([C@@H](N)CC1=CC=C(C=C1)O)=O (L-tyrosine ethyl ester), C(C)(C)(C)ON[C@@](C=C=O)(C(=O)O)C (N-t-butoxy-carbonyl-α-methylalanine), C1(CCCCC1)N=C=NC1CCCCC1 (1,3-dicyclohexylcarbodiimide), ON1N=NC2=C1C=CC=C2 (1-hydroxybenzotriazole), CN(C=O)C (dimethylformamide). Solvent: O (water). Reaction conditions: time 8 hour. The product is C(C)OC([C@@H](NC(C(C)(C)NC(=O)OC(C)(C)C)=O)CC1=CC=C(C=C1)O)=O (N-[2-(t-butoxy-carbonylamino)-2-methyl-1-oxopropyl]-L-tyrosine ethyl ester). As a reaction SMILES: [CH2:1]([O:3][C:4](=[O:15])[C@H:5]([CH2:7][C:8]1[CH:13]=[CH:12][C:11]([OH:14])=[CH:10][CH:9]=1)[NH2:6])[CH3:2].[C:16]([O:20]N[C@](C)(C(O)=O)C=C=O)([CH3:19])([CH3:18])[CH3:17].C1(N=[C:37]=[N:38][CH:39]2[CH2:44]CCC[CH2:40]2)CCCCC1.[OH:45]N1C2C=CC=CC=2N=N1.CN(C)[CH:57]=[O:58]>O>[CH2:1]([O:3][C:4](=[O:15])[C@H:5]([CH2:7][C:8]1[CH:9]=[CH:10][C:11]([OH:14])=[CH:12][CH:13]=1)[NH:6][C:57](=[O:58])[C:39]([NH:38][C:37]([O:20][C:16]([CH3:19])([CH3:18])[CH3:17])=[O:45])([CH3:40])[CH3:44])[CH3:2]. Procedure: To a stirred solution of L-tyrosine ethyl ester (2.10 g, 10.0 mmol) and N-t-butoxy-carbonyl-α-methylalanine (2.03 g, 10.0 mmol) in dimethylformamide (40 mL) is added 1,3-dicyclohexylcarbodiimide (2.26 g, 11.0 mmol) and 1-hydroxybenzotriazole (1.48 g, 11.0 mmol). The mixture is stirred overnight and then water (50 mL) is added. The aqueous phase is extracted with ethyl acetate (3×75 mL). The combined organic phases are washed with a saturated solution of sodium bicarbonate (25 mL), brine, dried o... Reactants: Cl, [Li+], C1CCOC1, [OH-], O, COC(=O)CCC(=NOCc1ccc(OCc2coc(-c3ccccc3)n2)cc1)c1ccccc1. Yields the product O=C(O)CCC(=NOCc1ccc(OCc2coc(-c3ccccc3)n2)cc1)c1ccccc1. Reaction SMILES: [ClH:39].[Li+:3].[O:40]1[CH2:41][CH2:42][CH2:43][CH2:44]1.[OH-:2].[OH2:1].[c:4]1([C:10]([CH2:11][CH2:12][C:13](=[O:14])[O:15][CH3:16])=[N:17][O:18][CH2:19][c:20]2[cH:21][cH:22][c:23]([O:26][CH2:27][c:28]3[n:29][c:30](-[c:33]4[cH:34][cH:35][cH:36][cH:37][cH:38]4)[o:31][cH:32]3)[cH:24][cH:25]2)[cH:5][cH:6][cH:7][cH:8][cH:9]1>>[c:4]1([C:10]([CH2:11][CH2:12][C:13](=[O:14])[OH:15])=[N:17][O:18][CH2:19][c:20]2[cH:21][cH:22][c:23]([O:26][CH2:27][c:28]3[n:29][c:30](-[c:33]4[cH:34][cH:35][cH:36][cH:37][cH:38]4)[o:31][cH:32]3)[cH:24][cH:25]2)[cH:5][cH:6][cH:7][cH:8][cH:9]1. Reactants: CC(C)Nc1cccnc1N1CCN(C(=O)c2ccc(C(=O)O)cn2)CC1, CC(N)CO. Reaction SMILES: [CH:1]([CH3:2])([CH3:3])[NH:4][c:5]1[c:6]([N:11]2[CH2:12][CH2:13][N:14]([C:17](=[O:18])[c:19]3[n:20][cH:21][c:22]([C:23](=[O:24])[OH:25])[cH:26][cH:27]3)[CH2:15][CH2:16]2)[n:7][cH:8][cH:9][cH:10]1.[NH2:28][CH:29]([CH2:30][OH:31])[CH3:32]>>[CH:1]([CH3:2])([CH3:3])[NH:4][c:5]1[c:6]([N:11]2[CH2:12][CH2:13][N:14]([C:17](=[O:18])[c:19]3[n:20][cH:21][c:22]([C:23](=[O:25])[NH:28][CH:29]([CH2:30][OH:31])[CH3:32])[cH:26][cH:27]3)[CH2:15][CH2:16]2)[n:7][cH:8][cH:9][cH:10]1. Product: CC(C)Nc1cccnc1N1CCN(C(=O)c2ccc(C(=O)NC(C)CO)cn2)CC1. Reactants: CC(=O)C1=CC=C(C=C1)Cl (4-chloroacetophenone), II (iodine), C(CS)S (1,2-ethanedithiol). The solvent is O1CCCC1 (tetrahydrofuran). Yields the product ClC1=CC=C(C=C1)C1(SCCS1)C (2-(4-chlorophenyl)-2-methyl-1,3-dithiolane). The yield is 48.1%. As a reaction SMILES: [CH3:1][C:2]([C:4]1[CH:9]=[CH:8][C:7]([Cl:10])=[CH:6][CH:5]=1)=O.II.[CH2:13]([SH:16])[CH2:14][SH:15]>O1CCCC1>[Cl:10][C:7]1[CH:8]=[CH:9][C:4]([C:2]2([CH3:1])[S:16][CH2:13][CH2:14][S:15]2)=[CH:5][CH:6]=1. Reported procedure: A mixture of 4-chloroacetophenone (1.3 mL, 10 mmol), iodine (250 mg, 1 mmol), 1,2-ethanedithiol (0.85 mL, 10 mmol) in dry tetrahydrofuran (20 mL) was heated at reflux under an atmosphere of nitrogen for 16 h. The mixture was allowed to cool to room temperature and concentrated in vacuo and the residue taken up in ether (20 mL). The organic solution was washed with water (2×10 mL) and brine (1×10 mL), then dried (Na2SO4) and evaporated under reduced pressure. Flash column chromatography of the re... The reactants are [N+](=O)([O-])C1=C(C=CC=C1)SC1=C(C(=O)OCC)C=CC=C1 (ethyl 2-(2-nitrophenylthio)benzoate), O.O.[Sn](Cl)(Cl)(Cl)Cl (tin(IV) chloride dihydrate). Run in [OH-].[Na+] (sodium hydroxide), CCOCC (ether), C(C)O (ethanol), Cl (hydrochloric acid), C(C)O (ethanol). Run at time 3 hour. The product is NC1=C(C=CC=C1)SC1=C(C(=O)OCC)C=CC=C1 (Ethyl 2-(2-aminophenylthio)benzoate). Isolated yield 101.1%. As a reaction SMILES: [N+:1]([C:4]1[CH:9]=[CH:8][CH:7]=[CH:6][C:5]=1[S:10][C:11]1[CH:21]=[CH:20][CH:19]=[CH:18][C:12]=1[C:13]([O:15][CH2:16][CH3:17])=[O:14])([O-])=O.O.O.[Sn](Cl)(Cl)(Cl)Cl>C(O)C.Cl.[OH-].[Na+].CCOCC>[NH2:1][C:4]1[CH:9]=[CH:8][CH:7]=[CH:6][C:5]=1[S:10][C:11]1[CH:21]=[CH:20][CH:19]=[CH:18][C:12]=1[C:13]([O:15][CH2:16][CH3:17])=[O:14] |f:1.2.3,6.7|. Procedure details: In 130 ml of ethanol was suspended 22.5 g of ethyl 2-(2-nitrophenylthio)benzoate and, then, a solution of 58.7 g of tin(IV) chloride dihydrate in a mixture of 70 ml of concentrated hydrochloric acid and 45 ml of ethanol was added en bloc. The mixture was stirred at room temperature for 3 hours, after which it was poured in a mixture of 600 ml of 10% aqueous sodium hydroxide solution and 500 ml of ether with cooling and stirring. The ether layer was separated, washed with water and saturated aque...